Dataset: the Open Reaction Database (ORD), a public repository of structured organic reaction records. Task: describe an organic reaction: reactants, conditions, products, and yield Product: CCC(=O)N(C)c1ccc(NC(=O)c2nc(-c3ccccc3)oc2C(F)(F)F)cn1. The reactants are CCC(=O)N(C)c1ccc(N)cn1, O=C(O)c1nc(-c2ccccc2)oc1C(F)(F)F. As a reaction SMILES: [NH2:19][c:20]1[cH:21][cH:22][c:23]([N:26]([C:27]([CH2:28][CH3:29])=[O:30])[CH3:31])[n:24][cH:25]1.[c:1]1(-[c:7]2[o:8][c:9]([C:15]([F:16])([F:17])[F:18])[c:10]([C:12](=[O:13])[OH:14])[n:11]2)[cH:2][cH:3][cH:4][cH:5][cH:6]1>>[c:1]1(-[c:7]2[o:8][c:9]([C:15]([F:16])([F:17])[F:18])[c:10]([C:12](=[O:14])[NH:19][c:20]3[cH:21][cH:22][c:23]([N:26]([C:27]([CH2:28][CH3:29])=[O:30])[CH3:31])[n:24][cH:25]3)[n:11]2)[cH:2][cH:3][cH:4][cH:5][cH:6]1. The reactants are CC(C)=CC(=O)Cl, ClC(Cl)Cl, Nc1ccccc1. Yields the product CC(C)=CC(=O)Nc1ccccc1. RXN SMILES: [CH3:8][C:9](=[CH:10][C:11](=[O:12])[Cl:13])[CH3:14].[CH:15]([Cl:16])([Cl:17])[Cl:18].[NH2:1][c:2]1[cH:3][cH:4][cH:5][cH:6][cH:7]1>>[NH:1]([c:2]1[cH:3][cH:4][cH:5][cH:6][cH:7]1)[C:11]([CH:10]=[C:9]([CH3:8])[CH3:14])=[O:12]. Product: COC1=C(C=CC=C1)N1CCN(CC1)CCCOC(=O)C12CC3CC2CC(C1)C3 (Hexahydro-2,5-methanopentalene-3a[1H]carboxylic acid 3-[4-(2-methoxyphenyl)-1-piperazinyl]propyl ester). As a reaction SMILES: [CH2:1]1[CH:8]2[C:4]3([C:10]([OH:12])=[O:11])[CH2:5][CH:6]([CH2:9][CH:2]1[CH2:3]3)[CH2:7]2.C(N1C=CN=C1)(N1C=CN=C1)=O.C(=O)=O.[CH3:28][O:29][C:30]1[CH:35]=[CH:34][CH:33]=[CH:32][C:31]=1[N:36]1[CH2:41][CH2:40][N:39]([CH2:42][CH2:43][CH2:44]O)[CH2:38][CH2:37]1>C(Cl)(Cl)Cl>[CH3:28][O:29][C:30]1[CH:35]=[CH:34][CH:33]=[CH:32][C:31]=1[N:36]1[CH2:37][CH2:38][N:39]([CH2:42][CH2:43][CH2:44][O:11][C:10]([C:4]23[CH2:5][CH:6]4[CH2:9][CH:2]([CH2:1][CH:8]2[CH2:7]4)[CH2:3]3)=[O:12])[CH2:40][CH2:41]1. Conditions: time 2 day. Solvent: C(Cl)(Cl)Cl (chloroform), C(Cl)(Cl)Cl (chloroform), C(Cl)(Cl)Cl (chloroform). Reactants: COC1=C(C=CC=C1)N1CCN(CC1)CCCO (3-[1-(2-methoxyphenyl)-4-piperazinyl]propanol), C1C2CC3(CC(CC13)C2)C(=O)O (hexahydro-2,5-methanopentalene-3a[1H]-carboxylic acid), C(=O)(N1C=NC=C1)N1C=NC=C1 (carbonyldiimidazole), C(=O)=O (CO2). Procedure details: To a stirred solution of hexahydro-2,5-methanopentalene-3a[1H]-carboxylic acid (0.6 g, 3.6×10-3 mol) in 25 ml of chloroform under a dry nitrogen atmosphere was added carbonyldiimidazole (0.58 g, 3.6×10-3 mol). The resulting solution was stirred at ambient temperature for three hours, during which time a gas (CO2) was evolved. A solution of 3-[1-(2-methoxyphenyl)-4-piperazinyl]propanol (0.91 g, 3.6×10-3 mol) in 25 ml of chloroform was then added, and the resulting reaction mixture was stirred und... The reactants are CS(=O)(=O)C1=CC=C(C=C1)C1CC(CN(C1)C(=O)N1CCOCC1)C(=O)O (5-[4-(Methylsulphonyl)phenyl]-1-(morpholin-4-ylcarbonyl)piperidine-3-carboxylic acid), ON=C(N)C1=CC(=CC=C1)C(F)(F)F (N′-hydroxy-3-(trifluoromethyl)benzenecarboximidamide). Yields the product CS(=O)(=O)C1=CC=C(C=C1)C1CN(CC(C1)C1=NC(=NO1)C1=CC(=CC=C1)C(F)(F)F)C(=O)N1CCOCC1 ([3-[4-(Methylsulphonyl)phenyl]-5-{3-[3-(trifluoromethyl)phenyl]-1,2,4-oxadiazol-5-yl}piperidin-1-yl] (morpholin-4-yl)methanone). As a reaction SMILES: [CH3:1][S:2]([C:5]1[CH:10]=[CH:9][C:8]([CH:11]2[CH2:16][N:15]([C:17]([N:19]3[CH2:24][CH2:23][O:22][CH2:21][CH2:20]3)=[O:18])[CH2:14][CH:13]([C:25](O)=[O:26])[CH2:12]2)=[CH:7][CH:6]=1)(=[O:4])=[O:3].O[N:29]=[C:30]([C:32]1[CH:37]=[CH:36][CH:35]=[C:34]([C:38]([F:41])([F:40])[F:39])[CH:33]=1)[NH2:31]>>[CH3:1][S:2]([C:5]1[CH:10]=[CH:9][C:8]([CH:11]2[CH2:12][CH:13]([C:25]3[O:26][N:31]=[C:30]([C:32]4[CH:37]=[CH:36][CH:35]=[C:34]([C:38]([F:39])([F:40])[F:41])[CH:33]=4)[N:29]=3)[CH2:14][N:15]([C:17]([N:19]3[CH2:24][CH2:23][O:22][CH2:21][CH2:20]3)=[O:18])[CH2:16]2)=[CH:7][CH:6]=1)(=[O:3])=[O:4]. Procedure: 60 mg (0.15 mmol) of the compound from Example 198A and 46 mg (0.23 mmol) of N′-hydroxy-3-(trifluoromethyl)benzenecarboximidamide were reacted according to the General Method 2. Yield: 61 mg (69% of theory) The reactants are FC(C(=O)O)(F)F.NC1(CC2=CC=C(C=C2C1)[N+](=O)[O-])C(=O)N ((±)-2-amino-5-nitroindane-2-carboxamide, trifluoroacetate salt), FC(C(=O)O)(F)F.NC1(CC2=CC=C(C=C2C1)[N+](=O)[O-])C(=O)N ((±)-2-amino-5-nitroindane-2-carboxamide, trifluoroacetate salt), COC(CCC)(OC)OC (1,1,1-trimethoxybutane). Run in C1(=CC=CC=C1)C (toluene). Product: [N+](=O)([O-])C=1C=C2CC3(CC2=CC1)N=C(NC3=O)CCC ((±)-5′-Nitro-2-propyl-1′,3′-dihydrospiro[imidazole-4,2′-inden1-5(1H)-one). As a reaction SMILES: FC(F)(F)C(O)=O.[NH2:8][C:9]1([C:21]([NH2:23])=[O:22])[CH2:17][C:16]2[C:11](=[CH:12][CH:13]=[C:14]([N+:18]([O-:20])=[O:19])[CH:15]=2)[CH2:10]1.CO[C:26](OC)(OC)[CH2:27][CH2:28][CH3:29]>C1(C)C=CC=CC=1>[N+:18]([C:14]1[CH:15]=[C:16]2[C:11](=[CH:12][CH:13]=1)[CH2:10][C:9]1([C:21](=[O:22])[NH:23][C:26]([CH2:27][CH2:28][CH3:29])=[N:8]1)[CH2:17]2)([O-:20])=[O:19] |f:0.1|. Procedure: A solution of (±)-2-amino-5-nitroindane-2-carboxamide, trifluoroacetate salt (described in Intermediate 3, 25.0 mg, 0.075 mmol) and 1,1,1-trimethoxybutane (0.060 mL, 0.373 mmol) in toluene (5 mL) was heated at reflux for 16 h. The reaction mixture was concentrated under reduced pressure to give the title compound. MS: m/z=274 (M+1). Reactants: CCOC(=O)CC(=O)C(C)Oc1ccc(Oc2ccc(C(F)(F)F)cc2)cc1, Nc1ccccc1, c1ccccc1. Product: CCOC(=O)C=C(Nc1ccccc1)C(C)Oc1ccc(Oc2ccc(C(F)(F)F)cc2)cc1. RXN SMILES: [F:1][C:2]([c:3]1[cH:4][cH:5][c:6]([O:7][c:8]2[cH:9][cH:10][c:11]([O:12][CH:13]([C:14]([CH2:15][C:16](=[O:17])[O:18][CH2:19][CH3:20])=[O:21])[CH3:22])[cH:23][cH:24]2)[cH:25][cH:26]1)([F:27])[F:28].[NH2:29][c:30]1[cH:31][cH:32][cH:33][cH:34][cH:35]1.[cH:36]1[cH:37][cH:38][cH:39][cH:40][cH:41]1>>[F:1][C:2]([c:3]1[cH:4][cH:5][c:6]([O:7][c:8]2[cH:9][cH:10][c:11]([O:12][CH:13]([C:14](=[CH:15][C:16](=[O:17])[O:18][CH2:19][CH3:20])[NH:29][c:30]3[cH:31][cH:32][cH:33][cH:34][cH:35]3)[CH3:22])[cH:23][cH:24]2)[cH:25][cH:26]1)([F:27])[F:28]. Reactants: BrC1=C(C=2C(=NC(=CC2NS(=O)(=O)C2=CC(=CC=C2)Cl)C)S1)C (N-(2-bromo-3,6-dimethylthieno[2,3-b]pyridin-4-yl)-3-chlorobenzenesulfonamide), CN1C=NC=C1 (1-methylimidazole). Procedure: To a solution of N-(2-bromo-3,6-dimethylthieno[2,3-b]pyridin-4-yl)-3-chlorobenzenesulfonamide (Example 77) (100 mg, 0.232 mmol) in 1-methylimidazole (1.5 mL, 18.82 mmol) was added potassium ferrocyanide (17.06 mg, 0.046 mmol) and copper(I) iodide (4.41 mg, 0.023 mmol) and the reaction stirred at 160° C. for 16 h. The reaction mixture was then cooled to RT before directly purifying on silica, eluting with a gradient of 0-20% 2M NH3 in MeOH in DCM. Further purification by MDAP (acidic conditions),... The yield is 28.6%. Reaction SMILES: Br[C:2]1[S:22][C:5]2=[N:6][C:7]([CH3:21])=[CH:8][C:9]([NH:10][S:11]([C:14]3[CH:19]=[CH:18][CH:17]=[C:16]([Cl:20])[CH:15]=3)(=[O:13])=[O:12])=[C:4]2[C:3]=1[CH3:23].[CH3:24][N:25]1C=CN=C1>[Fe-4](C#N)(C#N)(C#N)(C#N)(C#N)C#N.[K+].[K+].[K+].[K+].[Cu]I>[Cl:20][C:16]1[CH:15]=[C:14]([S:11]([NH:10][C:9]2[CH:8]=[C:7]([CH3:21])[N:6]=[C:5]3[S:22][C:2]([C:24]#[N:25])=[C:3]([CH3:23])[C:4]=23)(=[O:13])=[O:12])[CH:19]=[CH:18][CH:17]=1 |f:2.3.4.5.6|. Yields the product ClC=1C=C(C=CC1)S(=O)(=O)NC1=C2C(=NC(=C1)C)SC(=C2C)C#N (3-Chloro-N-(2-cyano-3,6-dimethylthieno[2,3-b]pyridin-4-yl)benzenesulfonamide). Reagents/catalysts: [Fe-4](C#N)(C#N)(C#N)(C#N)(C#N)C#N.[K+].[K+].[K+].[K+] (potassium ferrocyanide), [Cu]I (copper(I) iodide). Conditions: temperature 160 celsius, time 16 hour.